From a dataset of the Open Reaction Database (ORD), a public repository of structured organic reaction records. describe an organic reaction: reactants, conditions, products, and yield The reactants are C([O-])([O-])=O.[K+].[K+] (Potassium carbonate), C(C1=CC=CC=C1)OC(N[C@H]1CC2=CC=C(C=C2C1)CO)=O ((S)-benzyl-5-(hydroxymethyl)-2,3-dihydro-1H-inden-2-ylcarbamate), S(=O)(Cl)Cl (thionyl chloride), resultant solution, FC(C1=NNC=C1CO)(F)F ((3-(trifluoromethyl)-1H-pyrazol-4-yl)methanol). Solvent: CN(C)C=O (DMF), C(Cl)Cl (DCM). Run at temperature 60 celsius. The product is C(C1=CC=CC=C1)OC(N[C@H]1CC2=CC=C(C=C2C1)CN1N=C(C(=C1)CO)C(F)(F)F)=O ((S)-benzyl-5-((4-(hydroxymethyl)-3-(trifluoromethyl)-1H-pyrazol-1-yl)methyl)-2,3-dihydro-1H-inden-2-ylcarbamate). Yield: 84.1%. Reaction SMILES: [CH2:1]([O:8][C:9](=[O:22])[NH:10][C@@H:11]1[CH2:19][C:18]2[C:13](=[CH:14][CH:15]=[C:16]([CH2:20]O)[CH:17]=2)[CH2:12]1)[C:2]1[CH:7]=[CH:6][CH:5]=[CH:4][CH:3]=1.S(Cl)(Cl)=O.C(=O)([O-])[O-].[K+].[K+].[F:33][C:34]([F:43])([F:42])[C:35]1[C:39]([CH2:40][OH:41])=[CH:38][NH:37][N:36]=1>C(Cl)Cl.CN(C=O)C>[CH2:1]([O:8][C:9](=[O:22])[NH:10][C@@H:11]1[CH2:19][C:18]2[C:13](=[CH:14][CH:15]=[C:16]([CH2:20][N:37]3[CH:38]=[C:39]([CH2:40][OH:41])[C:35]([C:34]([F:33])([F:42])[F:43])=[N:36]3)[CH:17]=2)[CH2:12]1)[C:2]1[CH:7]=[CH:6][CH:5]=[CH:4][CH:3]=1 |f:2.3.4|. Reported procedure: (S)-benzyl-5-(hydroxymethyl)-2,3-dihydro-1H-inden-2-ylcarbamate (7.13 mmol, 2.12 g) was dissolved in DCM (20 mL), thionyl chloride (14.26 mmol, 1.040 mL, 1.696 g) added and the resultant solution stirred at room temperature for 45 min. The sample was concentrated and azeotroped with dichloromethane (×4). Potassium carbonate (21.39 mmol, 2.96 g) was added followed by DMF (20 mL) and (3-(trifluoromethyl)-1H-pyrazol-4-yl)methanol (7.13 mmol, 1.184 g) and the mixture heated to 60° C. for 1 h. The mi...